From a dataset of the Open Reaction Database (ORD), a public repository of structured organic reaction records. describe an organic reaction: reactants, conditions, products, and yield Reactants: CS(=O)(=O)O (methanesulfonic acid), ClC=1C=C(C=CC1OCC1=CC(=CC=C1)F)NC1=NC=NC2=CC=C(C=C12)C(C#CC)=O (4-(3-chloro-4-(3-fluorobenzyloxy)phenylamino)-6-(1-oxo-2-butyn-1-yl)quinazoline), C(C)(C)(C)OC(=O)N1C[C@H](OCC1)CON ((S)-2-aminooxymethyl-morpholine-4-carboxylic acid tert-butyl ester), CS(=O)(=O)O (methanesulfonic acid), C([O-])(O)=O.[Na+] (sodium bicarbonate). Solvent: C(C)(=O)OCC (ethyl acetate), O1CCOCC1 (1,4-dioxane). Conditions: temperature 80 celsius, time 22 hour. Product: Cl.Cl.ClC=1C=C(C=CC1OCC1=CC(=CC=C1)F)NC1=NC=NC2=CC=C(C=C12)C(C#CC)=NOC[C@@H]1CNCCO1 (4-(3-chloro-4-(3-fluorobenzyloxy)phenylamino)-6-(1-((S)-morpholin-2-ylmethoxyimino)-2-butyn-1-yl)quinazoline dihydrochloride). The yield is 225.6%. RXN SMILES: [Cl:1][C:2]1[CH:3]=[C:4]([NH:17][C:18]2[C:27]3[C:22](=[CH:23][CH:24]=[C:25]([C:28](=O)[C:29]#[C:30][CH3:31])[CH:26]=3)[N:21]=[CH:20][N:19]=2)[CH:5]=[CH:6][C:7]=1[O:8][CH2:9][C:10]1[CH:15]=[CH:14][CH:13]=[C:12]([F:16])[CH:11]=1.C(OC([N:40]1[CH2:45][CH2:44][O:43][C@H:42]([CH2:46][O:47][NH2:48])[CH2:41]1)=O)(C)(C)C.CS(O)(=O)=O.C(=O)(O)[O-].[Na+]>O1CCOCC1.C(OCC)(=O)C>[ClH:1].[ClH:1].[Cl:1][C:2]1[CH:3]=[C:4]([NH:17][C:18]2[C:27]3[C:22](=[CH:23][CH:24]=[C:25]([C:28](=[N:48][O:47][CH2:46][C@H:42]4[O:43][CH2:44][CH2:45][NH:40][CH2:41]4)[C:29]#[C:30][CH3:31])[CH:26]=3)[N:21]=[CH:20][N:19]=2)[CH:5]=[CH:6][C:7]=1[O:8][CH2:9][C:10]1[CH:15]=[CH:14][CH:13]=[C:12]([F:16])[CH:11]=1 |f:3.4,7.8.9|. Reported procedure: To a suspension of 4-(3-chloro-4-(3-fluorobenzyloxy)phenylamino)-6-(1-oxo-2-butyn-1-yl)quinazoline (VII-4, 786 mg) and 614 mg of (S)-2-aminooxymethyl-morpholine-4-carboxylic acid tert-butyl ester in 31 ml of 1,4-dioxane was added 2.21 ml of 2 mol/L methanesulfonic acid aqueous solution, followed by stirring at 80° C. for 22 hours. And, 1.32 ml of 2 mol/L methanesulfonic acid aqueous solution was additionally added, followed by further stirring for 5.5 hours. After completion of the reaction, the... Product: C(C)(=O)C1=CC=C(C=C1)NC(N(CCCC)CCCC)=O (N'-(4-Acetylphenyl)-N,N-dibutylurea). RXN SMILES: [C:1]([C:4]1[CH:9]=[CH:8][C:7]([NH:10][C:11](=[O:19])OC2C=CC=CC=2)=[CH:6][CH:5]=1)(=[O:3])[CH3:2].[CH2:20]([NH:24][CH2:25][CH2:26][CH2:27][CH3:28])[CH2:21][CH2:22][CH3:23].CCOC(C)=O>CS(C)=O>[C:1]([C:4]1[CH:5]=[CH:6][C:7]([NH:10][C:11](=[O:19])[N:24]([CH2:25][CH2:26][CH2:27][CH3:28])[CH2:20][CH2:21][CH2:22][CH3:23])=[CH:8][CH:9]=1)(=[O:3])[CH3:2]. Run in CS(=O)C (DMSO). The reactants are C(C)(=O)C1=CC=C(C=C1)NC(OC1=CC=CC=C1)=O (phenyl N-(4-acetylphenyl)carbamate), C(CCC)NCCCC (Dibutylamine), CCOC(=O)C (EtOAc). Run at time 15 minute. Procedure details: In a dry 100 mL flask equipped with an N2 inlet adapter, a rubber septum and a magnetic stirring bar, was placed phenyl N-(4-acetylphenyl)carbamate (6.38 g, 25 mmol) in DMSO (50 mL). Dibutylamine (4.42 mL, 26.25 mmol) was slowly added to the mixture. The resulting solution was stirred at room temperature for 15 min, after which time EtOAc (250 mL) was added to the reaction mixture. The latter was washed successively with H2O (2×50 mL), aqueous 1N HCl (100 mL), H2O (100 mL), aqueous 1N NaOH (100 ... Yield: 96.1%. Starting materials: CN(C)C=O, O, COc1cc(Cl)c([N+](=O)[O-])cc1-c1nc(C)c(-c2cccnc2)n1O, CCOP(OCC)OCC. Product: COc1cc(Cl)c([N+](=O)[O-])cc1-c1nc(C)c(-c2cccnc2)[nH]1. Reaction SMILES: [CH3:37][N:38]([CH3:39])[CH:40]=[O:41].[OH2:36].[OH:1][n:2]1[c:3](-[c:14]2[c:15]([O:24][CH3:25])[cH:16][c:17]([Cl:23])[c:18]([N+:20](=[O:21])[O-:22])[cH:19]2)[n:4][c:5]([CH3:13])[c:6]1-[c:7]1[cH:8][n:9][cH:10][cH:11][cH:12]1.[P:26]([O:27][CH2:28][CH3:29])([O:30][CH2:31][CH3:32])[O:33][CH2:34][CH3:35]>>[nH:2]1[c:3](-[c:14]2[c:15]([O:24][CH3:25])[cH:16][c:17]([Cl:23])[c:18]([N+:20](=[O:21])[O-:22])[cH:19]2)[n:4][c:5]([CH3:13])[c:6]1-[c:7]1[cH:8][n:9][cH:10][cH:11][cH:12]1. Product: CC1=NOC(=C1C1=CC=C2C=3N([C@H](COC31)C3=NC=CC=C3)C(=N2)C(C)O)C (1-[(4S)-7-(3,5-Dimethylisoxazol-4-yl)-4-pyridin-2-yl-4,5-dihydroimidazo[1,5,4-de][1,4]benzoxazin-2-yl]ethanol). Starting materials: CC1=NOC(=C1C1=CC=C2C=3N([C@H](COC31)C3=NC=CC=C3)C(=N2)C=O)C ((4S)-7-(3,5-dimethylisoxazol-4-yl)-4-pyridin-2-yl-4,5-dihydroimidazo[1,5,4-de][1,4]benzoxazine-2-carbaldehyde), C[Mg]Cl (methylmagnesium chloride). Reported procedure: To the solution of (4S)-7-(3,5-dimethylisoxazol-4-yl)-4-pyridin-2-yl-4,5-dihydroimidazo[1,5,4-de][1,4]benzoxazine-2-carbaldehyde (8 mg, 0.02 mmol) in tetrahydrofuran (1 mL) at 0° C., 3.0 M methylmagnesium chloride in THF (0.01 mL, 0.04 mmol) [Aldrich, cat. #189901] was added dropwise. After continued stirring for 30 min at 0° C., the reaction was quenched by adding saturated aqueous ammonium chloride (0.5 mL) dropwise. The resulting mixture was diluted with ethyl acetate/brine (3:1), and the org... The solvent is O1CCCC1 (tetrahydrofuran), C1CCOC1 (THF). Run at temperature 0 celsius, time 30 minute. Reaction SMILES: [CH3:1][C:2]1[C:6]([C:7]2[C:16]3[O:15][CH2:14][C@H:13]([C:17]4[CH:22]=[CH:21][CH:20]=[CH:19][N:18]=4)[N:12]4[C:23]([CH:25]=[O:26])=[N:24][C:10]([C:11]=34)=[CH:9][CH:8]=2)=[C:5]([CH3:27])[O:4][N:3]=1.[CH3:28][Mg]Cl>O1CCCC1>[CH3:1][C:2]1[C:6]([C:7]2[C:16]3[O:15][CH2:14][C@H:13]([C:17]4[CH:22]=[CH:21][CH:20]=[CH:19][N:18]=4)[N:12]4[C:23]([CH:25]([OH:26])[CH3:28])=[N:24][C:10]([C:11]=34)=[CH:9][CH:8]=2)=[C:5]([CH3:27])[O:4][N:3]=1.